From a dataset of the Open Reaction Database (ORD), a public repository of structured organic reaction records. describe an organic reaction: reactants, conditions, products, and yield Reactants: C(C)(=O)N1C(C(C2=CC=C(C=C12)C(=O)OCC)=C(C1=CC=CC=C1)OCC)=O (1-acetyl-3-(1-ethoxy-1-phenylmethylene)-6-ethoxycarbonyl-2-indolinone), N1C=NC(=C1)C1=CC=C(N)C=C1 (4-(imidazol-4-yl)-aniline). The product is N1C=NC(=C1)C1=CC=C(N\C(\C2=CC=CC=C2)=C\2/C(NC3=CC(=CC=C23)C(=O)OCC)=O)C=C1 (3-Z-[1-(4-(imidazol-4-yl)-anilino)-1-phenyl-methylene]-6-ethoxycarbonyl-2-indolinone). Reaction SMILES: C([N:4]1[C:12]2[C:7](=[CH:8][CH:9]=[C:10]([C:13]([O:15][CH2:16][CH3:17])=[O:14])[CH:11]=2)[C:6](=[C:18](OCC)[C:19]2[CH:24]=[CH:23][CH:22]=[CH:21][CH:20]=2)[C:5]1=[O:28])(=O)C.[NH:29]1[CH:33]=[C:32]([C:34]2[CH:40]=[CH:39][C:37]([NH2:38])=[CH:36][CH:35]=2)[N:31]=[CH:30]1>>[NH:29]1[CH:33]=[C:32]([C:34]2[CH:40]=[CH:39][C:37]([NH:38]/[C:18](=[C:6]3\[C:5](=[O:28])[NH:4][C:12]4[C:7]\3=[CH:8][CH:9]=[C:10]([C:13]([O:15][CH2:16][CH3:17])=[O:14])[CH:11]=4)/[C:19]3[CH:24]=[CH:23][CH:22]=[CH:21][CH:20]=3)=[CH:36][CH:35]=2)[N:31]=[CH:30]1. Reported procedure: Prepared from 1-acetyl-3-(1-ethoxy-1-phenylmethylene)-6-ethoxycarbonyl-2-indolinone and 4-(imidazol-4-yl)-aniline Rf value: 0.5 (silica gel, methylene chloride/ethanol/ammonia=10:1:0.01) C27H22N4O3